Dataset: the Open Reaction Database (ORD), a public repository of structured organic reaction records. Task: describe an organic reaction: reactants, conditions, products, and yield The reactants are [BH4-], CCC(CC)c1ccc(C(=O)OC)c2nc(Oc3c(C)cc(Cl)cc3Cl)n(C)c12, [Li+], C1CCOC1. Reaction SMILES: [BH4-:30].[Cl:1][c:2]1[c:3]([O:4][c:5]2[n:6][c:7]3[c:8]([n:9]2[CH3:10])[c:11]([CH:19]([CH2:20][CH3:21])[CH2:22][CH3:23])[cH:12][cH:13][c:14]3[C:15](=[O:16])[O:17][CH3:18])[c:24]([CH3:29])[cH:25][c:26]([Cl:28])[cH:27]1.[Li+:31].[O:32]1[CH2:33][CH2:34][CH2:35][CH2:36]1>>[Cl:1][c:2]1[c:3]([O:4][c:5]2[n:6][c:7]3[c:8]([n:9]2[CH3:10])[c:11]([CH:19]([CH2:20][CH3:21])[CH2:22][CH3:23])[cH:12][cH:13][c:14]3[CH2:15][OH:16])[c:24]([CH3:29])[cH:25][c:26]([Cl:28])[cH:27]1. The product is CCC(CC)c1ccc(CO)c2nc(Oc3c(C)cc(Cl)cc3Cl)n(C)c12. The reactants are C(C1=CC=CC=C1)N1C[C@H](C[C@H](C1)O[Si](C)(C)C(C)(C)C)OC(C1=CC=CC=C1)=O ((3S,5R)-benzoic acid 1-benzyl-5-(tert-butyl-dimethyl-silanyloxy)-piperidin-3-yl ester). The solvent is O1CCOCC1 (dioxane), [OH-].[Na+] (sodium hydroxide). Run at temperature 70 celsius. Product: C(C1=CC=CC=C1)N1C[C@H](C[C@H](C1)O[Si](C)(C)C(C)(C)C)O ((5R,3S)-1-Benzyl-5-(tert-butyl-dimethyl-silanyloxy)-piperidin-3-ol). Yield: 17.0%. Reaction SMILES: [CH2:1]([N:8]1[CH2:13][C@H:12]([O:14][Si:15]([C:18]([CH3:21])([CH3:20])[CH3:19])([CH3:17])[CH3:16])[CH2:11][C@H:10]([O:22]C(=O)C2C=CC=CC=2)[CH2:9]1)[C:2]1[CH:7]=[CH:6][CH:5]=[CH:4][CH:3]=1>O1CCOCC1.[OH-].[Na+]>[CH2:1]([N:8]1[CH2:13][C@H:12]([O:14][Si:15]([C:18]([CH3:20])([CH3:19])[CH3:21])([CH3:16])[CH3:17])[CH2:11][C@H:10]([OH:22])[CH2:9]1)[C:2]1[CH:3]=[CH:4][CH:5]=[CH:6][CH:7]=1 |f:2.3|. Reported procedure: To a solution of 1.8 g (5.6 mmol) (3R,5R)-1-benzyl-5-(tert-butyl-dimethyl-silanyloxy)-piperidin-3-ol in 50 ml THF were consecutively added 0.75 g (6.2 mmol) benzoic acid, 1.1 g (6.2 mmol) diethyl azodicarboxylate and 1.6 g (6.2 mmol) triphenylphosphine at 0° C. After 6 h the reaction mixture was diluted with tert-butyl methyl ether washed with a 2N aqueous solution of sodium carbonate. The aqueous layer was extracted with 3 portions of tert-butyl methyl ether. The combined organic extracts were ...